From a dataset of the Open Reaction Database (ORD), a public repository of structured organic reaction records. describe an organic reaction: reactants, conditions, products, and yield Reactants: O=C([O-])[O-], CCc1oc2cc(O)ccc2c1C(=O)NC, [Cs+], [Cs+], O=C(c1cc2nccc(Cl)c2s1)N1CCC1. Yields the product CCc1oc2cc(Oc3ccnc4cc(C(=O)N5CCC5)sc34)ccc2c1C(=O)NC. RXN SMILES: [C:33](=[O:34])([O-:35])[O-:36].[CH3:17][NH:18][C:19](=[O:20])[c:21]1[c:22]2[c:23]([o:24][c:25]1[CH2:26][CH3:27])[cH:28][c:29]([OH:32])[cH:30][cH:31]2.[Cs+:37].[Cs+:38].[N:1]1([C:5](=[O:6])[c:7]2[cH:8][c:9]3[n:10][cH:11][cH:12][c:13]([Cl:16])[c:14]3[s:15]2)[CH2:2][CH2:3][CH2:4]1>>[N:1]1([C:5](=[O:6])[c:7]2[cH:8][c:9]3[n:10][cH:11][cH:12][c:13]([O:32][c:29]4[cH:28][c:23]5[c:22]([c:21]([C:19]([NH:18][CH3:17])=[O:20])[c:25]([CH2:26][CH3:27])[o:24]5)[cH:31][cH:30]4)[c:14]3[s:15]2)[CH2:2][CH2:3][CH2:4]1. Starting materials: CN(C(=O)c1ccc(C#N)cc1)c1ccc(C(=O)O)cc1[N+](=O)[O-], O=S(Cl)Cl. Product: CN(C(=O)c1ccc(C#N)cc1)c1ccc(C(=O)Cl)cc1[N+](=O)[O-]. Reaction SMILES: [C:1](#[N:2])[c:3]1[cH:4][cH:5][c:6]([C:7](=[O:8])[N:9]([c:10]2[c:11]([N+:19](=[O:20])[O-:21])[cH:12][c:13]([C:14](=[O:15])[OH:16])[cH:17][cH:18]2)[CH3:22])[cH:23][cH:24]1.[S:25]([Cl:26])([Cl:27])=[O:28]>>[C:1](#[N:2])[c:3]1[cH:4][cH:5][c:6]([C:7](=[O:8])[N:9]([c:10]2[c:11]([N+:19](=[O:20])[O-:21])[cH:12][c:13]([C:14](=[O:15])[Cl:27])[cH:17][cH:18]2)[CH3:22])[cH:23][cH:24]1.